This data is from the Open Reaction Database (ORD), a public repository of structured organic reaction records. The task is: describe an organic reaction: reactants, conditions, products, and yield Starting materials: Nc1ccc(OCc2ccccc2)c(F)c1, CCN=C=NCCCN(C)C, Cl, c1ccncc1, O=C(O)c1cnccn1. The product is O=C(Nc1ccc(OCc2ccccc2)c(F)c1)c1cnccn1. Reaction SMILES: [CH2:22]([c:23]1[cH:24][cH:25][cH:26][cH:27][cH:28]1)[O:29][c:30]1[c:31]([F:37])[cH:32][c:33]([NH2:34])[cH:35][cH:36]1.[CH3:11][N:12]([CH3:13])[CH2:14][CH2:15][CH2:16][N:17]=[C:18]=[N:19][CH2:20][CH3:21].[ClH:10].[cH:38]1[cH:39][cH:40][n:41][cH:42][cH:43]1.[n:1]1[c:2]([C:7](=[O:8])[OH:9])[cH:3][n:4][cH:5][cH:6]1>>[n:1]1[c:2]([C:7](=[O:9])[NH:34][c:33]2[cH:32][c:31]([F:37])[c:30]([O:29][CH2:22][c:23]3[cH:24][cH:25][cH:26][cH:27][cH:28]3)[cH:36][cH:35]2)[cH:3][n:4][cH:5][cH:6]1. Procedure details: To a solution of ethyl 2-pyridylacetate (9.2 mL, 60.5 mmol) in EtOH (100 mL) were added 6 N HCl (16 mL) and PtO2 (1 g). The reaction was stirred at room temperature under H2 until complete. The solvent was removed under reduced pressure, and the residue was diluted with 2 M NH4OH solution until slightly basic. The mixture was extracted with ether (3×50 mL). The combined organics were dried over Na2SO4, filtered and concentrated. The resulting yellow oil was diluted with EtOH (100 mL), and ethyl ... As a reaction SMILES: [N:1]1[CH:6]=[CH:5][CH:4]=[CH:3][C:2]=1[CH2:7][C:8]([O:10]CC)=O.Cl.[C:14](OCC)(=O)[CH:15]=C.[Li+].C[Si]([N-][Si](C)(C)C)(C)C>CCO.O=[Pt]=O>[CH2:7]1[CH:2]2[N:1]([CH2:6][CH2:5][CH2:4][CH2:3]2)[CH2:15][CH2:14][C:8]1=[O:10] |f:3.4|. Starting materials: C(C=C)(=O)OCC (ethyl acrylate), TEA, [Li+].C[Si](C)(C)[N-][Si](C)(C)C (LiHMDS), N1=C(C=CC=C1)CC(=O)OCC (ethyl 2-pyridylacetate), Cl (HCl). The solvent is CCO (EtOH), CCO (EtOH). The reagents and catalysts are O=[Pt]=O (PtO2). Yields the product C1C(CCN2CCCCC12)=O (hexahydro-1H-quinolizin-2(6H)-one). Starting materials: CC1=C(C(CCC1)(C)C)/C=C/C(=C/C=C/C(=C/CO)/C)/C (All-trans-retinol), alcohol, P([O-])([O-])N (phosphoramidite), C(C)(C)N(CC)C(C)C (Diisopropylethylamine), C(#N)CCOP(=O)(N(C(C)C)C(C)C)Cl (2-cyanoethyl-N,N-diisopropylchlorophosphoramidate), C(=O)(O)[O-].[Na+] (NaHCO3). Run in CCN(CC)CC (Et3N), CO (CH3OH), C(Cl)Cl (CH2Cl2). Yields the product CC1=C(C(CCC1)(C)C)/C=C/C(=C/C=C/C(=C/CO)/C)/C.P([O-])([O-])N (Retinol Phosphoramidite). RXN SMILES: [CH3:1][C:2]1[CH2:7][CH2:6][CH2:5][C:4]([CH3:9])([CH3:8])[C:3]=1/[CH:10]=[CH:11]/[C:12](/[CH3:21])=[CH:13]/[CH:14]=[CH:15]/[C:16](/[CH3:20])=[CH:17]/[CH2:18][OH:19].C(N(C(C)C)CC)(C)C.C(CC[O:35][P:36](Cl)([N:38](C(C)C)C(C)C)=[O:37])#N.P(N)([O-])[O-].C([O-])(O)=O.[Na+]>CCN(CC)CC.CO.C(Cl)Cl>[CH3:1][C:2]1[CH2:7][CH2:6][CH2:5][C:4]([CH3:8])([CH3:9])[C:3]=1/[CH:10]=[CH:11]/[C:12](/[CH3:21])=[CH:13]/[CH:14]=[CH:15]/[C:16](/[CH3:20])=[CH:17]/[CH2:18][OH:19].[P:36]([NH2:38])([O-:37])[O-:35] |f:4.5,9.10|. Procedure details: All-trans-retinol (1 g) was vacuum dried and dissolved in anhydrous CH2Cl2 (10 ml) in an argon atmosphere. Diisopropylethylamine (2.65 ml, 21.5 mmol) was syringed in and the reaction mixture was cooled in an ice-bath. 2-cyanoethyl-N,N-diisopropylchlorophosphoramidate (2.5 g, 2.45 ml, 10.5 mmol) was slowly added by syringe under argon atmosphere. The reaction mixture was stirred for 30 min. at which time TLC (CH2Cl2:CH3OH:Et3N, 90:10:0.1) indicated complete conversion of the alcohol to its phosph... The reactants are [C@@H]1([C@H](O)[C@H](O)[C@@H](CO)O1)N1C=NC=2C(N)=NC=NC12 (Adenosine), [C@H]1(CC[C@H](CC1)NC1=C2N=CN(C2=NC(=N1)Cl)[C@@H]1O[C@H]([C@@H]([C@H]1CC(=O)[O-])CC(=O)[O-])C=1N=NN(N1)CC)NC1=C2N=CN(C2=NC(=N1)Cl)[C@@H]1O[C@H]([C@@H]([C@H]1CC(=O)[O-])CC(=O)[O-])C=1N=NN(N1)CC (Trans-1,4-cyclohexanediylbis[imino(2-chloro-9H-purine-6,9-diyl)(2R,3R,4R,5R)-5-(2-ethyl-2H-tetrazol-5-yl)tetrahydrofuran-2,3,4-triyl]tetraacetate), N[C@@H]1CC[C@H](CC1)N (trans-1,4-diaminocyclohexane), C(C)(C)N(CC)C(C)C (di-iso-propylethylamine). Solvent: C(CCC)O (n-butanol). Reaction conditions: temperature 75 celsius. The product is ClC1=NC(=C2N=CN(C2=N1)C1OCCCC1)N[C@@H]1CC[C@H](CC1)NC1=C2N=CN(C2=NC(=N1)Cl)C1OCCCC1 (Trans-N,N′-bis[2-chloro-9-(tetrahydro-2H-pyran-2-yl)-9H-purin-6-yl]-1,4-cyclohexanediamine). As a reaction SMILES: [C@@H]1(N2C3N=CN=C(N)C=3N=C2)O[C@H](CO)[C@@H](O)[C@H]1O.[C@H:20]1([NH:57][C:58]2[N:66]=[C:65]([Cl:67])[N:64]=[C:63]3[C:59]=2[N:60]=[CH:61][N:62]3[C@H:68]2[C@H:72](CC([O-])=O)[C@@H:71]([CH2:77][C:78]([O-])=[O:79])[C@H](C3N=NN(CC)N=3)O2)[CH2:25][CH2:24][C@H:23]([NH:26][C:27]2[N:35]=[C:34]([Cl:36])[N:33]=[C:32]3[C:28]=2[N:29]=[CH:30][N:31]3[C@H:37]2[C@H:41](CC([O-])=O)[C@@H:40]([CH2:46][C:47]([O-:49])=O)[C@H](C3N=NN(CC)N=3)O2)[CH2:22][CH2:21]1.N[C@H]1CC[C@H](N)CC1.C(N(C(C)C)CC)(C)C>C(O)CCC>[Cl:67][C:65]1[N:64]=[C:63]2[C:59]([N:60]=[CH:61][N:62]2[CH:68]2[CH2:72][CH2:71][CH2:77][CH2:78][O:79]2)=[C:58]([NH:57][C@H:20]2[CH2:25][CH2:24][C@H:23]([NH:26][C:27]3[N:35]=[C:34]([Cl:36])[N:33]=[C:32]4[C:28]=3[N:29]=[CH:30][N:31]4[CH:37]3[CH2:41][CH2:40][CH2:46][CH2:47][O:49]3)[CH2:22][CH2:21]2)[N:66]=1. Reported procedure: A stirred suspension of 2,6-dichloro-9-(tetrahydro-2H-pyran-2-yl)-9H-purine (Intermediate 1 in WO03/080613) (1.14 kg) in n-butanol (1.7 L) was treated with trans-1,4-diaminocyclohexane (239.2 g) and di-iso-propylethylamine (2.5 L), then heated at 75° C. for 17 hours. The suspension was allowed to cool to ambient temperature, filtered, washed with n-butanol (2×2.3 L) and dried in vacuo at 60° C. to give the title compound (0.9 kg). The reactants are C(CC(C)C)=O (isovaleraldehyde), CC(=O)C (acetone). The product is CC(CCCC(C)=O)C (6-methylheptan-2-one). As a reaction SMILES: [CH:1](=O)[CH2:2][CH:3]([CH3:5])[CH3:4].[CH3:7][C:8]([CH3:10])=[O:9]>>[CH3:4][CH:3]([CH3:5])[CH2:2][CH2:1][CH2:7][C:8](=[O:9])[CH3:10]. Reported procedure: To aid comprehension, the reaction will be explained here by the example of the reaction of acetone with isovaleraldehyde to produce 6-methylheptan-2-one. The reaction takes place “in situ” via the stage of aldol condensation with the formation of the corresponding β-hydroxyketone, which is not isolated. Dehydration to 6-methylhept-3-en-2-one takes place under the reaction conditions, and this is hydrogenated selectively to the corresponding methylketone with the hydrogenation catalyst distribut... RXN SMILES: [OH:11][CH2:12][CH2:13][CH2:14][c:15]1[cH:16][cH:17][c:18]([CH:21]([CH2:22][CH2:23][CH2:24][CH:25]2[CH2:26][CH2:27][CH2:28][CH2:29][CH2:30]2)[CH3:31])[cH:19][cH:20]1.[S:1]([Cl:2])([Cl:3])=[O:4].[cH:32]1[cH:33][cH:34][cH:35][cH:36][cH:37]1.[cH:5]1[cH:6][cH:7][n:8][cH:9][cH:10]1>>[Cl:3][CH2:12][CH2:13][CH2:14][c:15]1[cH:16][cH:17][c:18]([CH:21]([CH2:22][CH2:23][CH2:24][CH:25]2[CH2:26][CH2:27][CH2:28][CH2:29][CH2:30]2)[CH3:31])[cH:19][cH:20]1. Product: CC(CCCC1CCCCC1)c1ccc(CCCCl)cc1. Starting materials: CC(CCCC1CCCCC1)c1ccc(CCCO)cc1, O=S(Cl)Cl, c1ccccc1, c1ccncc1.